This data is from the Open Reaction Database (ORD), a public repository of structured organic reaction records. The task is: describe an organic reaction: reactants, conditions, products, and yield Reactants: FC1=CC=C2C(=CNC2=C1)C1C(CC(CC1=O)(C)C)=O (2-(6-fluoro-1H-indol-3-yl)-5,5-dimethylcyclohexane-1,3-dione), NC1=C(C(=O)O)C=CC(=C1)OC (2-amino-4-methoxybenzoic acid), C(C=1C(N)=CC=CC1)(=O)O (anthranilic acid). Product: COC=1C=CC2=C(C1)NC=1C(=NC=3CC(CC(C3C12)=O)(C)C)C (9-methoxy-3,3,6-trimethyl-2,3,4,7-tetrahydroindolo[2,3-c]quinolin-1-one). Reaction SMILES: F[C:2]1[CH:10]=[C:9]2[C:5]([C:6]([CH:11]3[C:16](=O)[CH2:15][C:14]([CH3:19])([CH3:18])[CH2:13][C:12]3=[O:20])=[CH:7][NH:8]2)=[CH:4][CH:3]=1.[NH2:21][C:22]1C=C(OC)C=C[C:23]=1C(O)=O.[C:33](O)(=[O:41])C1C(=CC=CC=1)N>>[CH3:33][O:41][C:2]1[CH:3]=[CH:4][C:5]2[C:6]3[C:11]4[C:12](=[O:20])[CH2:13][C:14]([CH3:18])([CH3:19])[CH2:15][C:16]=4[N:21]=[C:22]([CH3:23])[C:7]=3[NH:8][C:9]=2[CH:10]=1. Procedure: Utilizing the procedures described in Example 3 a-c except substituting 2-(6-methoxy-1H-indol-3-yl)-5,5-dimethylcyclohexane-1,3-dione for 2-(6-fluoro-1H-indol-3-yl)-5,5-dimethylcyclohexane-1,3-dione in step 3a, and 2-amino-4-methoxybenzoic acid for anthranilic acid in step 1a of Example 1, the title compound was prepared and crystallized from toluene; m.p. 250-252° C.